Dataset: the Open Reaction Database (ORD), a public repository of structured organic reaction records. Task: describe an organic reaction: reactants, conditions, products, and yield Starting materials: COC(=O)C1=CC(=CC=2NC(=NC21)C2=C(C(=C(C(=C2F)F)C2=CC=C(C=C2)CO)F)F)C (6-methyl-2-(2,3,5,6-tetrafluoro-4′-hydroxymethyl-biphenyl-4-yl)-1H-benzoimidazole-4-carboxylic acid methyl ester), [Cr](=O)(=O)([O-])O[Cr](=O)(=O)[O-].[NH+]1=CC=CC=C1.[NH+]1=CC=CC=C1 (pyridinium dichromate). The solvent is O1CCCC1 (tetrahydrofuran). Reaction conditions: time 14 hour. The product is COC(=O)C1=CC(=CC=2NC(=NC21)C2=C(C(=C(C(=C2F)F)C2=CC=C(C=C2)C=O)F)F)C (6-Methyl-2-(2,3,5,6-tetrafluoro-4′-formyl-biphenyl-4-yl)-1H-benzoimidazole-4-carboxylic acid methyl ester). The yield is 74.1%. Reaction SMILES: [CH3:1][O:2][C:3]([C:5]1[C:13]2[N:12]=[C:11]([C:14]3[C:19]([F:20])=[C:18]([F:21])[C:17]([C:22]4[CH:27]=[CH:26][C:25]([CH2:28][OH:29])=[CH:24][CH:23]=4)=[C:16]([F:30])[C:15]=3[F:31])[NH:10][C:9]=2[CH:8]=[C:7]([CH3:32])[CH:6]=1)=[O:4].[Cr](O[Cr]([O-])(=O)=O)([O-])(=O)=O.[NH+]1C=CC=CC=1.[NH+]1C=CC=CC=1>O1CCCC1>[CH3:1][O:2][C:3]([C:5]1[C:13]2[N:12]=[C:11]([C:14]3[C:15]([F:31])=[C:16]([F:30])[C:17]([C:22]4[CH:23]=[CH:24][C:25]([CH:28]=[O:29])=[CH:26][CH:27]=4)=[C:18]([F:21])[C:19]=3[F:20])[NH:10][C:9]=2[CH:8]=[C:7]([CH3:32])[CH:6]=1)=[O:4] |f:1.2.3|. Procedure: To a solution of 6-methyl-2-(2,3,5,6-tetrafluoro-4′-hydroxymethyl-biphenyl-4-yl)-1H-benzoimidazole-4-carboxylic acid methyl ester (0.55 g, 1.22 mmol) in dry tetrahydrofuran (50 mL) was added pyridinium dichromate (0.2 g) portion wise. The reaction mixture was stirred at room temperature in nitrogen atmosphere for 14 hours. TLC shows completion of the reaction. The reaction mixture was filtered over celite bed and the filtrate was concentrated to dryness. The resulting residue was purified by col... Reactants: C(C1=CC=CC=C1)OC1=CC(=C(C=C1)\C=C/[N+](=O)[O-])OCOC ((Z)-4-(benzyloxy)-2-(methoxymethoxy)-1-(2-nitrovinyl)benzene). The solvent is C1(=CC=CC=C1)C (toluene). Run at temperature -78 celsius. Yields the product C(C1=CC=CC=C1)OC1=CC(=C(C=C1)C1C(CC=CC1)[N+](=O)[O-])OCOC (4′-(benzyloxy)-2′-(methoxymethoxy)-2-nitro-1,2,3,6-tetrahydro-1,1′-biphenyl). Yield: 190.3%. As a reaction SMILES: [CH2:1]([O:8][C:9]1[CH:14]=[CH:13][C:12](/[CH:15]=[CH:16]\[N+:17]([O-:19])=[O:18])=[C:11]([O:20][CH2:21][O:22][CH3:23])[CH:10]=1)[C:2]1[CH:7]=[CH:6][CH:5]=[CH:4][CH:3]=1>C1(C)C=CC=CC=1>[CH2:1]([O:8][C:9]1[CH:14]=[CH:13][C:12]([CH:15]2[CH2:4][CH:3]=[CH:2][CH2:1][CH:16]2[N+:17]([O-:19])=[O:18])=[C:11]([O:20][CH2:21][O:22][CH3:23])[CH:10]=1)[C:2]1[CH:3]=[CH:4][CH:5]=[CH:6][CH:7]=1. Procedure: Nitrostyrene 14 (0.65 g, 2.06 mmol) was dissolved in toluene (0.6 mL) in a 2 mL sealed tube and cooled to −78° C. Butadiene was bubbled into the solution to double the volume and then the tube was sealed and heated to reflux for 48 h. To prevent bumping of the butadiene gas, the tube was cooled again to −78° C. and used directly in purification by column chromatography (SiO2; 3:1, Hex:EtOAc) to afford cyclohexene 15 (0.72 g, 1.96 mmol, 95%). 1H NMR (500 MHz, CDCl3) δ 7.40 (m, 4H), 7.36-7.28 (m, ... Starting materials: ClC=1C=CC2=C(C=CC3=C(N=C(S3)NCCN3CCOCC3)C2C=2C(NC(N(C2)C)=O)=O)C1 ((±)-5-(7-Chloro-2-(2-(4-morpholinyl)ethylamino)-4H-benzo[5,6]cyclohepta[1,2-d]thiazol-4-yl)-1-methyl-2,4(1H,3H)-pyrimidinedione), COC=1C=CC(=CC1)P2(=S)SP(=S)(S2)C=3C=CC(=CC3)OC (Lawesson's reagent). The product is ClC=1C=CC2=C(C=CC3=C(N=C(S3)NCCN3CCOCC3)C2C=2C(NC(N(C2)C)=O)=S)C1 ((±)-5-(7-Chloro-2-(2-(4-morpholinyl)ethylamino)-4H-benzo[5,6]cyclohepta[1,2-d]thiazol-4-yl)-1-methyl-3,4-dihydro-4-thioxo-2(1H)-pyrimidinone). RXN SMILES: [Cl:1][C:2]1[CH:3]=[CH:4][C:5]2[CH:23]([C:24]3[C:25](=O)[NH:26][C:27](=[O:31])[N:28]([CH3:30])[CH:29]=3)[C:10]3[N:11]=[C:12]([NH:14][CH2:15][CH2:16][N:17]4[CH2:22][CH2:21][O:20][CH2:19][CH2:18]4)[S:13][C:9]=3[CH:8]=[CH:7][C:6]=2[CH:33]=1.COC1C=CC(P2(SP(C3C=CC(OC)=CC=3)(=S)S2)=[S:43])=CC=1>>[Cl:1][C:2]1[CH:3]=[CH:4][C:5]2[CH:23]([C:24]3[C:25](=[S:43])[NH:26][C:27](=[O:31])[N:28]([CH3:30])[CH:29]=3)[C:10]3[N:11]=[C:12]([NH:14][CH2:15][CH2:16][N:17]4[CH2:18][CH2:19][O:20][CH2:21][CH2:22]4)[S:13][C:9]=3[CH:8]=[CH:7][C:6]=2[CH:33]=1. Reported procedure: The title product was prepared from the product of step (i) (0.162 g) and Lawesson's reagent (0.7 g) according to the method of example 34 step (iv). Purification was by chromatography eluting with dichloromethane/ethanol/triethylamine mixtures to give the title product as a yellow solid. The reactants are CS(C)=O, COc1ccc(N)nc1, CCOC(=O)N=C=S, O. Product: CCOC(=O)NC(=S)Nc1ccc(OC)cn1. Reaction SMILES: [CH3:18][S:19](=[O:20])[CH3:21].[CH3:1][O:2][c:3]1[cH:4][cH:5][c:6]([NH2:9])[n:7][cH:8]1.[N:10](=[C:11]=[S:12])[C:13](=[O:14])[O:15][CH2:16][CH3:17].[OH2:22]>>[CH3:1][O:2][c:3]1[cH:4][cH:5][c:6]([NH:9][C:11]([NH:10][C:13](=[O:14])[O:15][CH2:16][CH3:17])=[S:12])[n:7][cH:8]1. The reactants are CC(C)(C)OC(=O)N1CCCC1C(=O)Cl, ClCCl, c1cc2c([nH]1)CCCCN2. Yields the product CC(C)(C)OC(=O)N1CCCC1C(=O)N1CCCCc2[nH]ccc21. Reaction SMILES: [C:11]([CH3:12])([CH3:13])([CH3:14])[O:15][C:16](=[O:17])[N:18]1[CH:19]([C:23](=[O:24])[Cl:25])[CH2:20][CH2:21][CH2:22]1.[Cl:26][CH2:27][Cl:28].[nH:1]1[cH:2][cH:3][c:4]2[c:10]1[CH2:9][CH2:8][CH2:7][CH2:6][NH:5]2>>[nH:1]1[cH:2][cH:3][c:4]2[c:10]1[CH2:9][CH2:8][CH2:7][CH2:6][N:5]2[C:23]([CH:19]1[N:18]([C:16]([O:15][C:11]([CH3:12])([CH3:13])[CH3:14])=[O:17])[CH2:22][CH2:21][CH2:20]1)=[O:24].